This data is from the Open Reaction Database (ORD), a public repository of structured organic reaction records. The task is: describe an organic reaction: reactants, conditions, products, and yield Starting materials: BrC1=CC(=C(C=C1)N(C(C)=O)C1=CC=C(C=C1)F)[N+](=O)[O-] (N-(4-bromo-2-nitrophenyl)-N-(4-fluorophenyl)acetamide), [Sn](Cl)Cl (tin (II) chloride). Run in C(C)O (ethanol). Conditions: temperature 90 celsius, time 3 hour. Yields the product BrC1=CC2=C(N(C(=N2)C)C2=CC=C(C=C2)F)C=C1 (5-bromo-1-(4-fluorophenyl)-2-methyl-1H-benzimidazole). Isolated yield 25.2%. Reaction SMILES: [Br:1][C:2]1[CH:7]=[CH:6][C:5]([N:8]([C:12]2[CH:17]=[CH:16][C:15]([F:18])=[CH:14][CH:13]=2)[C:9](=O)[CH3:10])=[C:4]([N+:19]([O-])=O)[CH:3]=1.[Sn](Cl)Cl>C(O)C>[Br:1][C:2]1[CH:7]=[CH:6][C:5]2[N:8]([C:12]3[CH:17]=[CH:16][C:15]([F:18])=[CH:14][CH:13]=3)[C:9]([CH3:10])=[N:19][C:4]=2[CH:3]=1. Procedure: To a stirred room temperature solution of N-(4-bromo-2-nitrophenyl)-N-(4-fluorophenyl)acetamide (3.7 g, 10.8 mmol) in ethanol (75 mL) was added tin (II) chloride (6 g, 31.4 mmol) and the mixture was warmed at 90° C. After 3 hours, the mixture was cooled, concentrated in vacuo, diluted with cold water, made basic with 2 N NaOH (pH 11), and extracted with three 75 mL portions of methylene chloride. The combined organic layers were washed with water, dried over anhydrous sodium sulfate, and concent... Reactants: BrB(Br)Br, ClCCl, COc1c(Cc2nnc(-c3ccco3)s2)cc(C2OC(CO)C(O)C(O)C2O)c2ccccc12. The product is OCC1OC(c2cc(Cc3nnc(-c4ccco4)s3)c(O)c3ccccc23)C(O)C(O)C1O. RXN SMILES: [B:35]([Br:36])([Br:37])[Br:38].[Cl:39][CH2:40][Cl:41].[o:1]1[c:2](-[c:6]2[n:7][n:8][c:9]([CH2:11][c:12]3[cH:13][c:14]([CH:24]4[O:25][CH:26]([CH2:33][OH:34])[CH:27]([OH:32])[CH:28]([OH:31])[CH:29]4[OH:30])[c:15]4[cH:16][cH:17][cH:18][cH:19][c:20]4[c:21]3[O:22][CH3:23])[s:10]2)[cH:3][cH:4][cH:5]1>>[o:1]1[c:2](-[c:6]2[n:7][n:8][c:9]([CH2:11][c:12]3[cH:13][c:14]([CH:24]4[O:25][CH:26]([CH2:33][OH:34])[CH:27]([OH:32])[CH:28]([OH:31])[CH:29]4[OH:30])[c:15]4[cH:16][cH:17][cH:18][cH:19][c:20]4[c:21]3[OH:22])[s:10]2)[cH:3][cH:4][cH:5]1. The reactants are O=[Ag], CCCCCCCCOc1cnc(-c2ccc(C=CCCCC(C)O)cc2)nc1, CCI. The product is CCCCCCCCOc1cnc(-c2ccc(C=CCCCC(C)OCC)cc2)nc1. As a reaction SMILES: [Ag:33]=[O:34].[CH2:1]([CH2:2][CH2:3][CH2:4][CH2:5][CH2:6][CH2:7][CH3:8])[O:9][c:10]1[cH:11][n:12][c:13](-[c:16]2[cH:17][cH:18][c:19]([CH:22]=[CH:23][CH2:24][CH2:25][CH2:26][CH:27]([CH3:28])[OH:29])[cH:20][cH:21]2)[n:14][cH:15]1.[CH2:30]([CH3:31])[I:32]>>[CH2:1]([CH2:2][CH2:3][CH2:4][CH2:5][CH2:6][CH2:7][CH3:8])[O:9][c:10]1[cH:11][n:12][c:13](-[c:16]2[cH:17][cH:18][c:19]([CH:22]=[CH:23][CH2:24][CH2:25][CH2:26][CH:27]([CH3:28])[O:29][CH2:30][CH3:31])[cH:20][cH:21]2)[n:14][cH:15]1.